The task is: describe an organic reaction: reactants, conditions, products, and yield. This data is from the Open Reaction Database (ORD), a public repository of structured organic reaction records. The reactants are C(C)(C)(C)P(C(C)(C)C)C(C)(C)C (Tri-t-butylphosphine), CN(CC#C)C (3-dimethylamino-1-propyne), C(C)(C)NC(C)C (diisopropylamine), BrC1=CC=C(C=C1)[N+](=O)[O-] (4-bromonitrobenzene). Reagents/catalysts: [Cu]I (copper (I) iodide), C1=CC=C(C=C1)C#N.C1=CC=C(C=C1)C#N.Cl[Pd]Cl (Pd(PhCN)2Cl2). The solvent is O1CCOCC1 (dioxane). Reaction conditions: time 22 hour. The product is CN(CC#CC1=CC=C(C=C1)[N+](=O)[O-])C (Dimethyl-[3-(4-nitro-phenyl)-prop-2-ynyl]-amine). Yield: 89.4%. Reaction SMILES: C(P(C(C)(C)C)C(C)(C)C)(C)(C)C.[CH3:14][N:15]([CH3:19])[CH2:16][C:17]#[CH:18].C(NC(C)C)(C)C.Br[C:28]1[CH:33]=[CH:32][C:31]([N+:34]([O-:36])=[O:35])=[CH:30][CH:29]=1>O1CCOCC1.[Cu]I.C1C=CC(C#N)=CC=1.C1C=CC(C#N)=CC=1.Cl[Pd]Cl>[CH3:14][N:15]([CH3:19])[CH2:16][C:17]#[C:18][C:28]1[CH:33]=[CH:32][C:31]([N+:34]([O-:36])=[O:35])=[CH:30][CH:29]=1 |f:6.7.8|. Procedure details: Tri-t-butylphosphine (0.25 M in dioxane, 11.9 ml, 3.0 mmol, 0.2 eq.), 3-dimethylamino-1-propyne (2.2 ml, 20.8 mmol, 1.4 eq.), and diisopropylamine (2.7 ml, 19.3 mmol, 1.3 eq.) are added sequentially to a mixture of 4-bromonitrobenzene (3 g, 14.9 mmol), copper (I) iodide (198 mg, 1.0 mmol, 0.07 eq.), and Pd(PhCN)2Cl2 (570 mg, 1.5 mmol, 0.1 eq.) in dioxane (20 ml), under an argon atmosphere. The resulting mixture is stirred for 22 h at RT and concentrated. The residue is dissolved in EE and water ... Reactants: CN(CCCl)C (2-dimethylaminoethylchloride), ClC=1C=C(C=CC1Cl)C1CC(C(C2=CC(=CC=C12)O)=O)(C)C (4-(3,4-dichlorophenyl)-7-hydroxy-2,2-dimethyl-1-tetralone), [H-].[Na+] (sodium hydride), [H][H] (hydrogen), hydrochloride salt. Solvent: C1(=CC=CC=C1)C (toluene), C1(=CC=CC=C1)C (toluene). Product: Cl.ClC=1C=C(C=CC1Cl)C1CC(C(C2=CC(=CC=C12)OCCN(C)C)=O)(C)C (4-(3,4-dichlorophenyl)-2,2-dimethyl-7-(2-dimethylaminoethoxy)-1-tetralone hydrochloride). RXN SMILES: [Cl:1][C:2]1[CH:3]=[C:4]([CH:9]2[C:18]3[C:13](=[CH:14][C:15]([OH:19])=[CH:16][CH:17]=3)[C:12](=[O:20])[C:11]([CH3:22])([CH3:21])[CH2:10]2)[CH:5]=[CH:6][C:7]=1[Cl:8].[H-].[Na+].[H][H].[CH3:27][N:28]([CH3:32])[CH2:29][CH2:30]Cl>C1(C)C=CC=CC=1>[ClH:1].[Cl:1][C:2]1[CH:3]=[C:4]([CH:9]2[C:18]3[C:13](=[CH:14][C:15]([O:19][CH2:30][CH2:29][N:28]([CH3:32])[CH3:27])=[CH:16][CH:17]=3)[C:12](=[O:20])[C:11]([CH3:22])([CH3:21])[CH2:10]2)[CH:5]=[CH:6][C:7]=1[Cl:8] |f:1.2,6.7|. Procedure: A mixture of 4-(3,4-dichlorophenyl)-7-hydroxy-2,2-dimethyl-1-tetralone (2.3 g) and sodium hydride (0.4 g, 60% dispersion in oil) was refluxed in toluene (20 ml) until evolution of hydrogen had ceased. A solution of 2-dimethylaminoethylchloride (1.2 g) in toluene (15 ml) was added dropwise and the mixture refluxed for 3 hr. The solvent was removed and the residue shaken with ether-dilute hydrochloric acid. The aqueous layer was separated, basified, extracted with ether and the extract dried (MgSO... Reactants: BrB(Br)Br, CCO, CCOC(=O)c1sc2ccc(OC)cc2c1Cl, ClCCl. Yields the product CCOC(=O)c1sc2ccc(O)cc2c1Cl. RXN SMILES: [B:18]([Br:19])([Br:20])[Br:21].[CH3:22][CH2:23][OH:24].[Cl:1][c:2]1[c:3]2[c:4]([s:5][c:6]1[C:7](=[O:8])[O:9][CH2:10][CH3:11])[cH:12][cH:13][c:14]([O:16][CH3:17])[cH:15]2.[Cl:25][CH2:26][Cl:27]>>[Cl:1][c:2]1[c:3]2[c:4]([s:5][c:6]1[C:7](=[O:8])[O:9][CH2:10][CH3:11])[cH:12][cH:13][c:14]([OH:16])[cH:15]2. Starting materials: ClC1=NC(=NC(=C1C(C)C)OC)OC (4-Chloro-5-isopropyl-2,6-dimethoxy-pyrimidine). Reported procedure: 4-Chloro-5-isopropyl-2,6-dimethoxy-pyrimidine (40 g, 18.47 mmol) was dissolved in 150 mL of conc. HCl-methanol (1:2) and refluxed for 6 hr. The mixture was evaporated in vacuo and the residue was purified by silica gel column chromatography (eluent, chloroform:methanol (from 95:5 to 90:10)) to give 24.4 g (70%) of 6-chloro-5-isopropyl-1H-pyrimidine-2,4-dione as a white solid. m.p. 250-251° C.; 1H-NMR (200 MHz, CDCl3) δ 1.25 (6H, d, J=7.1 Hz), 3.13 (1H, m); m/z (EI) 188 (M+). The solvent is Cl.CO (HCl methanol). Product: ClC1=C(C(NC(N1)=O)=O)C(C)C (6-chloro-5-isopropyl-1H-pyrimidine-2,4-dione). The yield is 700.4%. Reaction SMILES: [Cl:1][C:2]1[C:7]([CH:8]([CH3:10])[CH3:9])=[C:6]([O:11]C)[N:5]=[C:4]([O:13]C)[N:3]=1>Cl.CO>[Cl:1][C:2]1[NH:3][C:4](=[O:13])[NH:5][C:6](=[O:11])[C:7]=1[CH:8]([CH3:10])[CH3:9] |f:1.2|. The reactants are O (water), [N+](=O)([O-])C=1C=C(C=CC1)NCC(=O)O (m-nitrophenylglycine), MgO, O(C(C)(C)C)C(=O)N=[N+]=[N-] (t-butoxylcarbonyl azide), O1CCOCC1 (dioxane). Yields the product C(C)(C)(C)OC(=O)NC(C(=O)O)C1=CC(=CC=C1)[N+](=O)[O-] (α-t-butoxycarbonylamino-m-nitrophenylacetic acid). Reaction SMILES: [N+:1]([C:4]1[CH:5]=[C:6](NCC(O)=O)[CH:7]=[CH:8][CH:9]=1)([O-:3])=[O:2].[O:15]([C:20]([N:22]=[N+]=[N-])=[O:21])[C:16]([CH3:19])([CH3:18])[CH3:17].[OH2:25].[O:26]1[CH2:31][CH2:30]OCC1>>[C:16]([O:15][C:20]([NH:22][CH:30]([C:6]1[CH:7]=[CH:8][CH:9]=[C:4]([N+:1]([O-:3])=[O:2])[CH:5]=1)[C:31]([OH:26])=[O:25])=[O:21])([CH3:19])([CH3:18])[CH3:17]. Reported procedure: A mixture of m-nitrophenylglycine (58.0 g, 0.296 mol), MgO (23.92 g, 0.6 mol) and t-butoxylcarbonyl azide (85.2 g, 0.6 mol) in 50% aqueous dioxane (700 ml) was heated at 45° for 17 hours. The reaction was cooled, water (750 ml) was added and the mixture was filtered. The filtrate was washed with ether (1000 ml), acidified to pH 3 with 40% H3PO4, and extracted with ethyl acetate. The dried extracts were evaporated to give α-t-butoxycarbonylamino-m-nitrophenylacetic acid (70.3 g). Starting materials: COC(C(=C)N(C(=O)OC(C)(C)C)C(=O)OC(C)(C)C)=O (2-(di-tert-butoxycarbonylamino)-acrylic acid methyl ester), N1CCC(CC1)O (piperidin-4-ol). Solvent: C(C)(=O)OCC (ethyl acetate), C(C)#N (acetonitrile). Run at time 8 hour. Product: COC(C(CN1CCC(CC1)O)N(C(=O)OC(C)(C)C)C(=O)OC(C)(C)C)=O ((±)-2-(Di-tert-butoxycarbonylamino)-3-(4-hydroxy-piperidin-1-yl)-propionic acid methyl ester). RXN SMILES: [CH3:1][O:2][C:3](=[O:21])[C:4]([N:6]([C:14]([O:16][C:17]([CH3:20])([CH3:19])[CH3:18])=[O:15])[C:7]([O:9][C:10]([CH3:13])([CH3:12])[CH3:11])=[O:8])=[CH2:5].[NH:22]1[CH2:27][CH2:26][CH:25]([OH:28])[CH2:24][CH2:23]1>C(#N)C.C(OCC)(=O)C>[CH3:1][O:2][C:3](=[O:21])[CH:4]([N:6]([C:14]([O:16][C:17]([CH3:20])([CH3:19])[CH3:18])=[O:15])[C:7]([O:9][C:10]([CH3:13])([CH3:12])[CH3:11])=[O:8])[CH2:5][N:22]1[CH2:27][CH2:26][CH:25]([OH:28])[CH2:24][CH2:23]1. Procedure: To a solution of 2-(di-tert-butoxycarbonylamino)-acrylic acid methyl ester (1.0 g, 3.0 mmol) in acetonitrile (10 mL) was added piperidin-4-ol (0.33 g, 1.1 equiv). A gentle stream of nitrogen was placed over the reaction while it stirred overnight. The crude oil which resulted was dissolved in ethyl acetate, washed with water, then brine, dried over magnesium sulfate, and concentrated to give 1.38 g (quant.) as an oil which was used without purification. Mass spec.: 403.42 (MH)+. The reactants are COCN(c1cc(C)cnc1Br)S(=O)(=O)c1ccc(Cl)c(C(F)(F)F)c1, C1CCOC1, CC(C)[Mg+], [Cl-], O=Cc1cc([N+](=O)[O-])ccc1Cl. Product: COCN(c1cc(C)cnc1C(O)c1cc([N+](=O)[O-])ccc1Cl)S(=O)(=O)c1ccc(Cl)c(C(F)(F)F)c1. Reaction SMILES: [Br:1][c:2]1[n:3][cH:4][c:5]([CH3:26])[cH:6][c:7]1[N:8]([S:9](=[O:10])(=[O:11])[c:12]1[cH:13][c:14]([C:19]([F:20])([F:21])[F:22])[c:15]([Cl:18])[cH:16][cH:17]1)[CH2:23][O:24][CH3:25].[CH2:44]1[O:45][CH2:46][CH2:47][CH2:48]1.[CH:28]([Mg+:29])([CH3:30])[CH3:31].[Cl-:27].[Cl:32][c:33]1[c:34]([CH:35]=[O:36])[cH:37][c:38]([N+:41](=[O:42])[O-:43])[cH:39][cH:40]1>>[c:2]1([CH:35]([c:34]2[c:33]([Cl:32])[cH:40][cH:39][c:38]([N+:41](=[O:42])[O-:43])[cH:37]2)[OH:36])[n:3][cH:4][c:5]([CH3:26])[cH:6][c:7]1[N:8]([S:9](=[O:10])(=[O:11])[c:12]1[cH:13][c:14]([C:19]([F:20])([F:21])[F:22])[c:15]([Cl:18])[cH:16][cH:17]1)[CH2:23][O:24][CH3:25].